Dataset: the Open Reaction Database (ORD), a public repository of structured organic reaction records. Task: describe an organic reaction: reactants, conditions, products, and yield The reactants are O=C([O-])[O-], [Cs+], [Cs+], O=[N+]([O-])c1cnc(O)c(I)c1, C1COCCO1, O, OB(O)c1ccccc1. Yields the product O=[N+]([O-])c1cnc(O)c(-c2ccccc2)c1. Reaction SMILES: [C:21](=[O:22])([O-:23])[O-:24].[Cs+:25].[Cs+:26].[I:1][c:2]1[c:3]([OH:11])[n:4][cH:5][c:6]([N+:8](=[O:9])[O-:10])[cH:7]1.[O:28]1[CH2:29][CH2:30][O:31][CH2:32][CH2:33]1.[OH2:27].[OH:12][B:13]([OH:14])[c:15]1[cH:16][cH:17][cH:18][cH:19][cH:20]1>>[c:2]1(-[c:15]2[cH:16][cH:17][cH:18][cH:19][cH:20]2)[c:3]([OH:11])[n:4][cH:5][c:6]([N+:8](=[O:9])[O-:10])[cH:7]1. The reactants are O=C1CCC(=O)N1Br, O=C(OOC(=O)c1ccccc1)c1ccccc1, ClC(Cl)(Cl)Cl, Cc1cccc2c(-c3ccc(Cl)cc3)onc12. Product: Clc1ccc(-c2onc3c(CBr)cccc23)cc1. Reaction SMILES: [Br:18][N:19]1[C:20](=[O:21])[CH2:22][CH2:23][C:24]1=[O:25].[C:26]([O:27][O:28][C:29](=[O:30])[c:31]1[cH:32][cH:33][cH:34][cH:35][cH:36]1)(=[O:37])[c:38]1[cH:39][cH:40][cH:41][cH:42][cH:43]1.[C:44]([Cl:45])([Cl:46])([Cl:47])[Cl:48].[Cl:1][c:2]1[cH:3][cH:4][c:5](-[c:8]2[o:9][n:10][c:11]3[c:12]2[cH:13][cH:14][cH:15][c:16]3[CH3:17])[cH:6][cH:7]1>>[Cl:1][c:2]1[cH:3][cH:4][c:5](-[c:8]2[o:9][n:10][c:11]3[c:12]2[cH:13][cH:14][cH:15][c:16]3[CH2:17][Br:18])[cH:6][cH:7]1. Reactants: O=C(O)c1cc(Br)c(OCc2cccc(Br)c2)c(Br)c1, CN(C)C=O, CCN(C(C)C)C(C)C, ClCCl, O, On1nnc2ccccc21, NS(=O)(=O)c1ccccc1. Reaction SMILES: [Br:11][c:12]1[cH:13][c:14]([C:15](=[O:16])[OH:17])[cH:18][c:19]([Br:30])[c:20]1[O:21][CH2:22][c:23]1[cH:24][c:25]([Br:29])[cH:26][cH:27][cH:28]1.[CH3:54][N:55]([CH3:56])[CH:57]=[O:58].[CH:31]([N:32]([CH2:33][CH3:34])[CH:35]([CH3:36])[CH3:37])([CH3:38])[CH3:39].[Cl:51][CH2:52][Cl:53].[OH2:40].[OH:41][n:42]1[c:43]2[cH:44][cH:45][cH:46][cH:47][c:48]2[n:49][n:50]1.[c:1]1([S:7](=[O:8])(=[O:9])[NH2:10])[cH:2][cH:3][cH:4][cH:5][cH:6]1>>[c:1]1([S:7](=[O:8])(=[O:9])[NH:10][C:15]([c:14]2[cH:13][c:12]([Br:11])[c:20]([O:21][CH2:22][c:23]3[cH:24][c:25]([Br:29])[cH:26][cH:27][cH:28]3)[c:19]([Br:30])[cH:18]2)=[O:16])[cH:2][cH:3][cH:4][cH:5][cH:6]1. Product: O=C(NS(=O)(=O)c1ccccc1)c1cc(Br)c(OCc2cccc(Br)c2)c(Br)c1. The reactants are BrC=1C=C2C(=NC1)N(C=C2I)S(=O)(=O)C2=CC=C(C)C=C2 (5-bromo-3-iodo-1-tosyl-1H-pyrrolo[2,3-b]pyridine), N1=CC(=CC=C1)B(O)O (pyridin-3-ylboronic acid), C(C)#N (acetonitrile), C(=O)([O-])[O-].[Na+].[Na+] (Na2CO3). Reagents/catalysts: Cl[Pd]([P](C1=CC=CC=C1)(C2=CC=CC=C2)C3=CC=CC=C3)([P](C4=CC=CC=C4)(C5=CC=CC=C5)C6=CC=CC=C6)Cl (trans-dichlorobis(triphenylphosphine)palladium). The solvent is hexanes, ClCCl (dichloromethane). Run at temperature 60 celsius. Yields the product BrC=1C=C2C(=NC1)N(C=C2C=2C=NC=CC2)S(=O)(=O)C2=CC=C(C)C=C2 (5-bromo-3-(pyridin-3-yl)-1-tosyl-1H-pyrrolo[2,3-b]pyridine). As a reaction SMILES: [Br:1][C:2]1[CH:3]=[C:4]2[C:10](I)=[CH:9][N:8]([S:12]([C:15]3[CH:21]=[CH:20][C:18]([CH3:19])=[CH:17][CH:16]=3)(=[O:14])=[O:13])[C:5]2=[N:6][CH:7]=1.[N:22]1[CH:27]=[CH:26][CH:25]=[C:24](B(O)O)[CH:23]=1.C(#N)C.C([O-])([O-])=O.[Na+].[Na+]>Cl[Pd](Cl)([P](C1C=CC=CC=1)(C1C=CC=CC=1)C1C=CC=CC=1)[P](C1C=CC=CC=1)(C1C=CC=CC=1)C1C=CC=CC=1.ClCCl>[Br:1][C:2]1[CH:3]=[C:4]2[C:10]([C:24]3[CH:23]=[N:22][CH:27]=[CH:26][CH:25]=3)=[CH:9][N:8]([S:12]([C:15]3[CH:21]=[CH:20][C:18]([CH3:19])=[CH:17][CH:16]=3)(=[O:14])=[O:13])[C:5]2=[N:6][CH:7]=1 |f:3.4.5,^1:42,61|. Procedure details: To a screw top reaction tube was placed 5-bromo-3-iodo-1-tosyl-1H-pyrrolo[2,3-b]pyridine (1.2 g, 2.52 mmol, prepared according to WO2011/149950), pyridin-3-ylboronic acid (371 mg, 3.02 mmol) and trans-dichlorobis(triphenylphosphine)palladium (II) (177 mg, 0.25 mmol). Degassed acetonitrile (16 mL) and 1 N Na2CO3 (16 mL) was added and the reaction tube was purged with argon, sealed and heated at 60° C. for 2 h. The reaction was cooled, filtered through a Celite pad and concentrated under reduced p... Starting materials: BrCC(=O)OC(C)(C)C (tert-butyl 2-bromoacetate), OC=1C=C(C=CC1)C1=NC2=CC=CC=C2C(=N1)NC=1C=C2C=NN(C2=CC1)C(=O)OC(C)(C)C (tert-butyl 5-(2-(3-hydroxyphenyl)quinazolin-4-ylamino)-1H-indazole-1-carboxylate), BrCC(=O)OC(C)(C)C (tert-butyl 2-bromoacetate), C(=O)([O-])[O-].[K+].[K+] (K2CO3). Solvent: CN(C)C=O (DMF). Reaction conditions: temperature 80 celsius, time 1.5 hour. Yields the product C(C)(C)(C)OC(COC=1C=C(C=CC1)C1=NC2=CC=CC=C2C(=N1)NC=1C=C2C=NN(C2=CC1)C(=O)OC(C)(C)C)=O (tert-Butyl 5-(2-(3-(2-tert-butoxy-2-oxoethoxy)phenyl)quinazolin-4-ylamino)-1H-indazole-1-carboxylate). Reaction SMILES: [OH:1][C:2]1[CH:3]=[C:4]([C:8]2[N:17]=[C:16]([NH:18][C:19]3[CH:20]=[C:21]4[C:25](=[CH:26][CH:27]=3)[N:24]([C:28]([O:30][C:31]([CH3:34])([CH3:33])[CH3:32])=[O:29])[N:23]=[CH:22]4)[C:15]3[C:10](=[CH:11][CH:12]=[CH:13][CH:14]=3)[N:9]=2)[CH:5]=[CH:6][CH:7]=1.Br[CH2:36][C:37]([O:39][C:40]([CH3:43])([CH3:42])[CH3:41])=[O:38].C([O-])([O-])=O.[K+].[K+]>CN(C=O)C>[C:40]([O:39][C:37](=[O:38])[CH2:36][O:1][C:2]1[CH:3]=[C:4]([C:8]2[N:17]=[C:16]([NH:18][C:19]3[CH:20]=[C:21]4[C:25](=[CH:26][CH:27]=3)[N:24]([C:28]([O:30][C:31]([CH3:34])([CH3:33])[CH3:32])=[O:29])[N:23]=[CH:22]4)[C:15]3[C:10](=[CH:11][CH:12]=[CH:13][CH:14]=3)[N:9]=2)[CH:5]=[CH:6][CH:7]=1)([CH3:43])([CH3:42])[CH3:41] |f:2.3.4|. Reported procedure: A mixture of tert-butyl 5-(2-(3-hydroxyphenyl)quinazolin-4-ylamino)-1H-indazole-1-carboxylate (0.800 g, 1.76 mmol), tert-butyl 2-bromoacetate (130 μL, 0.88 mmol) and K2CO3 (0.972 g, 7.04 mmol) in DMF (35 mL) was heated at 80° C. for 2 h. Upon which additional tert-butyl 2-bromoacetate (130 μL, 0.88 mmol) was added, heating at 80° C. was continued for a further 1.5 h. The mixture was allowed to cool to RT and concentrated in vacuo. Diluted with CH2Cl2 and extracted with water (3×). Dried under Na... Starting materials: COc1ccc(-c2cc(=O)n(C)c(=O)[nH]2)cc1OC, CN(C)C=O, CC(C)Br, [H-], [Na+], O. Yields the product COc1ccc(-c2cc(=O)n(C)c(OC(C)C)n2)cc1OC. RXN SMILES: [CH3:1][O:2][c:3]1[cH:4][c:5](-[c:11]2[cH:12][c:13](=[O:19])[n:14]([CH3:18])[c:15](=[O:17])[nH:16]2)[cH:6][cH:7][c:8]1[O:9][CH3:10].[CH3:27][N:28]([CH3:29])[CH:30]=[O:31].[CH:22]([CH3:23])([CH3:24])[Br:25].[H-:20].[Na+:21].[OH2:26]>>[CH3:1][O:2][c:3]1[cH:4][c:5](-[c:11]2[cH:12][c:13](=[O:19])[n:14]([CH3:18])[c:15]([O:17][CH:22]([CH3:23])[CH3:24])[n:16]2)[cH:6][cH:7][c:8]1[O:9][CH3:10]. Reactants: CC1OC2(CC1=O)CCN(CC2)C (2,8-dimethyl-1-oxa-8-azaspiro[4,5]-decan-3-one), [BH4-].[Na+] (sodium borohydride), Cl (HCl), ice water. The solvent is C(C)O (ethanol). Run at time 2 hour. Yields the product N (ammonia), OC1C(OC2(C1)CCN(CC2)C)C (3-hydroxy-2,8-dimethyl-1-oxa-8-azaspiro[4,5]decane). Isolated yield 197.8%. Reaction SMILES: [CH3:1][CH:2]1[C:6](=[O:7])[CH2:5][C:4]2([CH2:12][CH2:11][N:10]([CH3:13])[CH2:9][CH2:8]2)[O:3]1.[BH4-].[Na+].Cl>C(O)C>[NH3:10].[OH:7][CH:6]1[CH2:5][C:4]2([CH2:12][CH2:11][N:10]([CH3:13])[CH2:9][CH2:8]2)[O:3][CH:2]1[CH3:1] |f:1.2|. Reported procedure: To a solution of 2,8-dimethyl-1-oxa-8-azaspiro[4,5]-decan-3-one (200 mg) in 7 ml ethanol, was added 25 mg sodium borohydride at room temperature, and the mixture was stirred at room temperature for two hours. The reaction mixture was cooled in an ice-water bath, acidified by addition of 6N-HCl (to about pH 4), and stirred for about 20 minutes with the ice-water bath removed. Ethanol was distilled off under reduced pressure, and the residue was purified by silica gel column chromatography by usin... Procedure: To a rapidly stirred solution of 5-amino-3-cyano-1-(2,6-dichloro-4-trifluoromethylphenyl)-4-iodopyrazole (0.447 g) in toluene (2 ml) containing tetrakis(triphenylphosphine)palladium(0) (0.02 g) was added saturated aqueous sodium hydrogen carbonate solution (1 ml) and a solution of furan-3-boronic acid (0.23 g) in ethanol (1 ml). The mixture was heated under reflux for 5.5 hours, cooled and then poured into ether (25 ml) and water (25 ml). The layers were separated and the aqueous phase extracted... Solvent: O (water), C1(=CC=CC=C1)C (toluene), C(C)O (ethanol). The product is NC1=C(C(=NN1C1=C(C=C(C=C1Cl)C(F)(F)F)Cl)C#N)C1=COC=C1 (5-Amino-3-cyano-1-(2,6-dichloro-4-trifluoromethylphenyl)-4-(3-furanyl)pyrazole). Reactants: CCOCC (ether), NC1=C(C(=NN1C1=C(C=C(C=C1Cl)C(F)(F)F)Cl)C#N)I (5-amino-3-cyano-1-(2,6-dichloro-4-trifluoromethylphenyl)-4-iodopyrazole), C(O)([O-])=O.[Na+] (sodium hydrogen carbonate), O1C=C(C=C1)B(O)O (furan-3-boronic acid). The reagents and catalysts are C=1C=CC(=CC1)[P](C=2C=CC=CC2)(C=3C=CC=CC3)[Pd]([P](C=4C=CC=CC4)(C=5C=CC=CC5)C=6C=CC=CC6)([P](C=7C=CC=CC7)(C=8C=CC=CC8)C=9C=CC=CC9)[P](C=1C=CC=CC1)(C=1C=CC=CC1)C=1C=CC=CC1 (tetrakis(triphenylphosphine)palladium(0)). As a reaction SMILES: [NH2:1][C:2]1[N:6]([C:7]2[C:12]([Cl:13])=[CH:11][C:10]([C:14]([F:17])([F:16])[F:15])=[CH:9][C:8]=2[Cl:18])[N:5]=[C:4]([C:19]#[N:20])[C:3]=1I.C(=O)([O-])O.[Na+].[O:27]1[CH:31]=[CH:30][C:29](B(O)O)=[CH:28]1.CCOCC>C1(C)C=CC=CC=1.C(O)C.C1C=CC([P]([Pd]([P](C2C=CC=CC=2)(C2C=CC=CC=2)C2C=CC=CC=2)([P](C2C=CC=CC=2)(C2C=CC=CC=2)C2C=CC=CC=2)[P](C2C=CC=CC=2)(C2C=CC=CC=2)C2C=CC=CC=2)(C2C=CC=CC=2)C2C=CC=CC=2)=CC=1.O>[NH2:1][C:2]1[N:6]([C:7]2[C:12]([Cl:13])=[CH:11][C:10]([C:14]([F:17])([F:16])[F:15])=[CH:9][C:8]=2[Cl:18])[N:5]=[C:4]([C:19]#[N:20])[C:3]=1[C:29]1[CH:30]=[CH:31][O:27][CH:28]=1 |f:1.2,^1:53,55,74,93|. The reactants are C(CC=C)OC(=O)[C@@H]1N(CCC1)C(CCCCC(=O)N1[C@H](CCC1)C(=O)OCCC=C)=O ((R)-1-[6-[(R)-2-but-3-enyloxycarbonyl-pyrrolidin-1-yl]-6-oxo-hexanoyl]-pyrrolidine-2-carboxylic acid but-3-enyl ester). The reagents and catalysts are C1CCC(CC1)P(C2CCCCC2)C3CCCCC3.C1CCC(CC1)P(C2CCCCC2)C3CCCCC3.C1=CC=C(C=C1)C=[Ru](Cl)Cl (benzylidene-bis(tricyclohexylphosphine)dichlororuthenium). The solvent is ClCCl (dichloromethane). Reaction conditions: temperature 50 celsius, time 8 hour. Product: N12C(CCCCC(N3CCC[C@@H]3C(OCCC=CCCOC([C@H]2CCC1)=O)=O)=O)=O ((12R,23R)-14,21-dioxa-1,8-diaza-tricyclo[21.3.0.0 8,12]hexacos-17-ene-2,7,13,22-tetraone). The yield is 51.7%. RXN SMILES: [CH2:1]([O:5][C:6]([C@H:8]1[CH2:12][CH2:11][CH2:10][N:9]1[C:13](=[O:32])[CH2:14][CH2:15][CH2:16][CH2:17][C:18]([N:20]1[CH2:24][CH2:23][CH2:22][C@@H:21]1[C:25]([O:27][CH2:28][CH2:29][CH:30]=[CH2:31])=[O:26])=[O:19])=[O:7])[CH2:2]C=C>ClCCl.C1CCC(P(C2CCCCC2)C2CCCCC2)CC1.C1CCC(P(C2CCCCC2)C2CCCCC2)CC1.C1C=CC(C=[Ru](Cl)Cl)=CC=1>[N:20]12[CH2:24][CH2:23][CH2:22][C@@H:21]1[C:25](=[O:26])[O:27][CH2:28][CH2:29][CH:30]=[CH:31][CH2:2][CH2:1][O:5][C:6](=[O:7])[C@@H:8]1[N:9]([CH2:10][CH2:11][CH2:12]1)[C:13](=[O:32])[CH2:14][CH2:15][CH2:16][CH2:17][C:18]2=[O:19] |f:2.3.4|. Procedure details: A mixture of 410 mg (0.92 mmol) (R)-1-[6-[(R)-2-but-3-enyloxycarbonyl-pyrrolidin-1-yl]-6-oxo-hexanoyl]-pyrrolidine-2-carboxylic acid but-3-enyl ester and 40 mg benzylidene-bis(tricyclohexylphosphine)dichlororuthenium in 30 ml dry dichloromethane was stirred at 50° C. overnight. Removal of the solvent and chromatography on silicagel with ethylacetate/acetone with a ratio of 8/2 gave 200 mg (51%) (12R,23R)-14,21-dioxa-1,8-diaza-tricyclo[21.3.0.0 8,12]hexacos-17-ene-2,7,13,22-tetraone as an oil, MS...